This data is from the Open Reaction Database (ORD), a public repository of structured organic reaction records. The task is: describe an organic reaction: reactants, conditions, products, and yield Reactants: C(C)OC(=O)C=1N=C(SC1NC(=O)N)C (2-methyl-5-ureido-thiazole-4-carboxylic acid ethyl ester), [OH-].[Na+] (NaOH). Solvent: CC(C)O (iPrOH), O (H2O). Reaction conditions: temperature 80 celsius. Yields the product CC=1SC=2NC(NC(C2N1)=O)=O (2-Methyl-4H-thiazolo[5,4-d]pyrimidine-5,7-dione). Isolated yield 85.0%. RXN SMILES: C([O:3][C:4]([C:6]1[N:7]=[C:8]([CH3:15])[S:9][C:10]=1[NH:11][C:12]([NH2:14])=[O:13])=O)C.[OH-].[Na+]>CC(O)C.O>[CH3:15][C:8]1[S:9][C:10]2[NH:11][C:12](=[O:13])[NH:14][C:4](=[O:3])[C:6]=2[N:7]=1 |f:1.2|. Procedure details: To a suspension of 2-methyl-5-ureido-thiazole-4-carboxylic acid ethyl ester (21.0 g, 0.079 mol) in iPrOH (300 mL) was added an aqueous solution of NaOH (3 M, 26 mL, 0.078 mol) at 80° C. The thick white suspension was heated at 80° C. for 45 min, then diluted with H2O and cooled to 0° C. The reaction mixture was acidified to pH 3 and the precipitate collected by filtration. The white solid was washed with H2O and dried in vacuo at 60° C. for 17 h to give the title compound as a white solid (12.3 ...